Dataset: the Open Reaction Database (ORD), a public repository of structured organic reaction records. Task: describe an organic reaction: reactants, conditions, products, and yield The reactants are CCCC1CCC(C#N)CC1, O, O=S(=O)(O)O. As a reaction SMILES: [CH2:1]([CH2:2][CH3:3])[CH:4]1[CH2:5][CH2:6][CH:7]([C:10]#[N:11])[CH2:8][CH2:9]1.[OH2:17].[S:12]([OH:13])(=[O:14])(=[O:15])[OH:16]>>[CH2:1]([CH2:2][CH3:3])[CH:4]1[CH2:5][CH2:6][CH:7]([C:10]([OH:13])=[O:17])[CH2:8][CH2:9]1. The product is CCCC1CCC(C(=O)O)CC1. Starting materials: N[C@@H](CC(C)C)C(=O)OC (H-Leu-OMe), C1=CC=C(C=C1)COC(=O)N[C@@H](CC(=O)N)C(=O)OC2=CC=C(C=C2)[N+](=O)[O-] (Z-Asn-ONP), CN(C=O)C (dimethylformamide). Solvent: O (water). Product: N([C@@H](CC(N)=O)C(=O)N[C@@H](CC(C)C)C(=O)OC)C(=O)OCC1=CC=CC=C1 (Z-Asn-Leu-OMe). Reaction SMILES: [NH2:1][C@H:2]([C:7]([O:9][CH3:10])=[O:8])[CH2:3][CH:4]([CH3:6])[CH3:5].[CH:11]1[CH:16]=[CH:15][C:14]([CH2:17][O:18][C:19]([NH:21][C@H:22]([C:27](OC2C=CC([N+]([O-])=O)=CC=2)=[O:28])[CH2:23][C:24]([NH2:26])=[O:25])=[O:20])=[CH:13][CH:12]=1.CN(C)C=O>O>[NH:21]([C:19]([O:18][CH2:17][C:14]1[CH:15]=[CH:16][CH:11]=[CH:12][CH:13]=1)=[O:20])[C@H:22]([C:27]([NH:1][C@H:2]([C:7]([O:9][CH3:10])=[O:8])[CH2:3][CH:4]([CH3:6])[CH3:5])=[O:28])[CH2:23][C:24](=[O:25])[NH2:26]. Reported procedure: A solution of 16.7 g of H-Leu-OMe and 46.0 g of Z-Asn-ONP in 100 ml of freshly distilled dimethylformamide is kept for 19 hours at 25° C., then 1.2 litres of water are added and the crystalline precipitate is suctioned off. The dipeptide derivative is dried under vacuum at 40° C. and then twice recrystallized from aqueous methanol. It melts at 180°-181° C. Optical rotation [α]D20 =+9° (c=2.05 in chloroform). The reactants are [H-].[Na+] (Sodium hydride), N1=C(C=CC=C1)C=1C(=CNC1)C(=O)OCC (ethyl 4-(2-pyridyl)pyrrole-3-carboxylate), ClCC1=CC=C(OCC=2N=C(OC2C)C2=CC=CC=C2)C=C1 (4-(4-chlorometylphenoxymethyl)-5-methyl-2-phenyloxazole), CN(C=O)C (N,N-dimethylformamide). The solvent is O (water). Run at time 1 hour. The product is CC1=C(N=C(O1)C1=CC=CC=C1)COC1=CC=C(CN2C=C(C(=C2)C2=NC=CC=C2)C(=O)OCC)C=C1 (ethyl 1-[4-(5-methyl-2-phenyl-4-oxazolylmethoxy)benzyl]-4-(2-pyridyl)pyrrole-3-carboxylate). Yield: 96.8%. Reaction SMILES: [H-].[Na+].[N:3]1[CH:8]=[CH:7][CH:6]=[CH:5][C:4]=1[C:9]1[C:10]([C:14]([O:16][CH2:17][CH3:18])=[O:15])=[CH:11][NH:12][CH:13]=1.Cl[CH2:20][C:21]1[CH:40]=[CH:39][C:24]([O:25][CH2:26][C:27]2[N:28]=[C:29]([C:33]3[CH:38]=[CH:37][CH:36]=[CH:35][CH:34]=3)[O:30][C:31]=2[CH3:32])=[CH:23][CH:22]=1.CN(C)C=O>O>[CH3:32][C:31]1[O:30][C:29]([C:33]2[CH:34]=[CH:35][CH:36]=[CH:37][CH:38]=2)=[N:28][C:27]=1[CH2:26][O:25][C:24]1[CH:23]=[CH:22][C:21]([CH2:20][N:12]2[CH:13]=[C:9]([C:4]3[CH:5]=[CH:6][CH:7]=[CH:8][N:3]=3)[C:10]([C:14]([O:16][CH2:17][CH3:18])=[O:15])=[CH:11]2)=[CH:40][CH:39]=1 |f:0.1|. Procedure: Sodium hydride (60%, oily, 0.22 g) was added to a mixture of ethyl 4-(2-pyridyl)pyrrole-3-carboxylate (1.10 g), 4-(4-chlorometylphenoxymethyl)-5-methyl-2-phenyloxazole (1.83 g) and N,N-dimethylformamide (25 ml) at 0° C., and the mixture was stirred for 1 hour. The reaction mixture was poured into water, which was extracted with ethyl acetate. The ethyl acetate layer was washed with water, then with saturated aqueous sodium chloride solution, dried (MgSO4), and concentrated. The residue was subje...